Dataset: the Open Reaction Database (ORD), a public repository of structured organic reaction records. Task: describe an organic reaction: reactants, conditions, products, and yield The reactants are O=Cc1ccc(-c2ccc3ncnc(Nc4ccc(OCc5ccccc5)cc4)c3c2)o1, NC(=O)C1CCCN1. Yields the product NC(=O)C1CCCN1Cc1ccc(-c2ccc3ncnc(Nc4ccc(OCc5ccccc5)cc4)c3c2)o1. Reaction SMILES: [CH2:1]([c:2]1[cH:3][cH:4][cH:5][cH:6][cH:7]1)[O:8][c:9]1[cH:10][cH:11][c:12]([NH:15][c:16]2[n:17][cH:18][n:19][c:20]3[cH:21][cH:22][c:23](-[c:26]4[cH:27][cH:28][c:29]([CH:31]=[O:32])[o:30]4)[cH:24][c:25]23)[cH:13][cH:14]1.[NH2:33][C:34](=[O:35])[CH:36]1[CH2:37][CH2:38][CH2:39][NH:40]1>>[CH2:1]([c:2]1[cH:3][cH:4][cH:5][cH:6][cH:7]1)[O:8][c:9]1[cH:10][cH:11][c:12]([NH:15][c:16]2[n:17][cH:18][n:19][c:20]3[cH:21][cH:22][c:23](-[c:26]4[cH:27][cH:28][c:29]([CH2:31][N:40]5[CH:36]([C:34]([NH2:33])=[O:35])[CH2:37][CH2:38][CH2:39]5)[o:30]4)[cH:24][c:25]23)[cH:13][cH:14]1. The reactants are CC(C)(C)OC(=O)NCCc1ccc(Oc2ccc(S(=O)(=O)N=[N+]=[N-])cc2)cc1, ClCCl, O=C(O)C(F)(F)F. The product is [N-]=[N+]=NS(=O)(=O)c1ccc(Oc2ccc(CCN)cc2)cc1. As a reaction SMILES: [C:1]([O:2][C:3](=[O:4])[NH:7][CH2:8][CH2:9][c:10]1[cH:11][cH:12][c:13]([O:16][c:17]2[cH:18][cH:19][c:20]([S:23](=[O:24])(=[O:25])[N:26]=[N+:27]=[N-:28])[cH:21][cH:22]2)[cH:14][cH:15]1)([CH3:5])([CH3:6])[CH3:29].[Cl:37][CH2:38][Cl:39].[F:30][C:31]([F:32])([F:33])[C:34]([OH:35])=[O:36]>>[NH2:7][CH2:8][CH2:9][c:10]1[cH:11][cH:12][c:13]([O:16][c:17]2[cH:18][cH:19][c:20]([S:23](=[O:24])(=[O:25])[N:26]=[N+:27]=[N-:28])[cH:21][cH:22]2)[cH:14][cH:15]1. The reactants are COC1=CC(=C(C(=C1)C)S(=O)(=O)N(C)CC1=CC(=CO1)C(=O)O)C (5-({[(4-Methoxy-2,6-dimethylphenyl)sulfonyl](methyl)amino}methyl)furan-3-carboxylic acid), N1C(=NCC1)C1=CC=C(C=C1)CCN (2-[4-(4,5-dihydro-1H-imidazol-2-yl)phenyl]ethanamine), CCN(C(C)C)C(C)C (DIPEA), C1=CN(C=N1)C(=O)N2C=CN=C2 (CDI). The solvent is ClCCCl (DCE). Yields the product N1C(=NCC1)C1=CC=C(C=C1)CCNC(=O)C1=COC(=C1)CN(C)S(=O)(=O)C1=C(C=C(C=C1C)OC)C (N-{2-[4-(4,5-dihydro-1H-imidazol-2-yl)phenyl]ethyl}-5-({[(4-methoxy-2,6-dimethylphenyl)sulfonyl](methyl)amino}methyl)furan-3-carboxamide). Reaction SMILES: [CH3:1][O:2][C:3]1[CH:8]=[C:7]([CH3:9])[C:6]([S:10]([N:13]([CH2:15][C:16]2[O:20][CH:19]=[C:18]([C:21](O)=[O:22])[CH:17]=2)[CH3:14])(=[O:12])=[O:11])=[C:5]([CH3:24])[CH:4]=1.C1N=CN(C(N2C=NC=C2)=O)C=1.[NH:37]1[CH2:41][CH2:40][N:39]=[C:38]1[C:42]1[CH:47]=[CH:46][C:45]([CH2:48][CH2:49][NH2:50])=[CH:44][CH:43]=1.CCN(C(C)C)C(C)C>ClCCCl>[NH:39]1[CH2:40][CH2:41][N:37]=[C:38]1[C:42]1[CH:43]=[CH:44][C:45]([CH2:48][CH2:49][NH:50][C:21]([C:18]2[CH:17]=[C:16]([CH2:15][N:13]([S:10]([C:6]3[C:7]([CH3:9])=[CH:8][C:3]([O:2][CH3:1])=[CH:4][C:5]=3[CH3:24])(=[O:12])=[O:11])[CH3:14])[O:20][CH:19]=2)=[O:22])=[CH:46][CH:47]=1. Reported procedure: 5-({[(4-Methoxy-2,6-dimethylphenyl)sulfonyl](methyl)amino}methyl)furan-3-carboxylic acid (100 mg, 0.3 mmol) was dissolved in DCE (6 mL) and CDI (195 mg, 0.6 mmol) was added. The reaction was stirred at room temperature until complete as determined by LCMS. 2-[4-(4,5-dihydro-1H-imidazol-2-yl)phenyl]ethanamine (54 mg, 0.3 mmol) and DIPEA (0.63 mL, 1.8 mmol) was added and the reaction stirred for 4 days. The reaction was washed with saturated aqueous NH4Cl (6 mL) and the aqueous wash extracted with... Reactants: CC(C)(C)OC(=O)N1CCC(NCc2ccc(Cl)cc2)C1, CCOCC, COC(=O)CBr, [K+], [K+], O=C([O-])[O-], CN(C)C=O, O. Product: COC(=O)CN(Cc1ccc(Cl)cc1)C1CCN(C(=O)OC(C)(C)C)C1. Reaction SMILES: [C:1]([CH3:2])([CH3:3])([CH3:4])[O:5][C:6](=[O:7])[N:8]1[CH2:9][CH:10]([NH:13][CH2:14][c:15]2[cH:16][cH:17][c:18]([Cl:21])[cH:19][cH:20]2)[CH2:11][CH2:12]1.[CH2:40]([O:41][CH2:42][CH3:43])[CH3:44].[CH3:22][O:23][C:24]([CH2:25][Br:26])=[O:27].[K+:28].[K+:29].[O-:30][C:31]([O-:32])=[O:33].[O:34]=[CH:35][N:36]([CH3:37])[CH3:38].[OH2:39]>>[C:1]([CH3:2])([CH3:3])([CH3:4])[O:5][C:6](=[O:7])[N:8]1[CH2:9][CH:10]([N:13]([CH2:14][c:15]2[cH:16][cH:17][c:18]([Cl:21])[cH:19][cH:20]2)[CH2:25][C:24]([O:23][CH3:22])=[O:27])[CH2:11][CH2:12]1. Reactants: FC(C=1C=C(CNC(C(=O)OCC)C2=CN(C3=CC=CC=C23)CC)C=CC1)(F)F (Ethyl α-[3-(trifluoromethyl)benzylamino]-1-ethylindole-3-acetate), Cl (HCl). Run in CCOCC (ether). Reaction conditions: time 30 minute. The product is Cl.FC(C=1C=C(CNC(C(=O)OCC)C2=CN(C3=CC=CC=C23)CC)C=CC1)(F)F (Ethyl α-[3-(trifluoromethyl)benzylamino]-1-ethylindole-3-acetate, hydrochloride). Reaction SMILES: [F:1][C:2]([F:29])([F:28])[C:3]1[CH:4]=[C:5]([CH:25]=[CH:26][CH:27]=1)[CH2:6][NH:7][CH:8]([C:14]1[C:22]2[C:17](=[CH:18][CH:19]=[CH:20][CH:21]=2)[N:16]([CH2:23][CH3:24])[CH:15]=1)[C:9]([O:11][CH2:12][CH3:13])=[O:10].[ClH:30]>CCOCC>[ClH:30].[F:29][C:2]([F:1])([F:28])[C:3]1[CH:4]=[C:5]([CH:25]=[CH:26][CH:27]=1)[CH2:6][NH:7][CH:8]([C:14]1[C:22]2[C:17](=[CH:18][CH:19]=[CH:20][CH:21]=2)[N:16]([CH2:23][CH3:24])[CH:15]=1)[C:9]([O:11][CH2:12][CH3:13])=[O:10] |f:3.4|. Reported procedure: Ethyl α-[3-(trifluoromethyl)benzylamino]-1-ethylindole-3-acetate (1.50 g, 3.70 mmol) was placed in 25 mL of ether, saturated with HCl gas and stirred under nitrogen for 30 minutes. The contents were concentrated to dryness in vacuo and the resulting solid recrystallized from acetone-ether (1:5) to give 1.30 g of the title compound as a crystalline white solid m.p. 141°-143° C. Starting materials: [N+](=O)([O-])C1=C(C(=CC(=C1)Cl)C)OC (2-nitro-4-chloro-6-methylanisole). Reagents/catalysts: [Pt] (Pt(S)/C). The solvent is C(C)O (ethanol). Conditions: time 3 hour. The product is NC1=C(C(=CC(=C1)Cl)C)OC (2-amino-4-chloro-6-methylanisole). Yield: 90.3%. As a reaction SMILES: [N+:1]([C:4]1[CH:9]=[C:8]([Cl:10])[CH:7]=[C:6]([CH3:11])[C:5]=1[O:12][CH3:13])([O-])=O>C(O)C.[Pt]>[NH2:1][C:4]1[CH:9]=[C:8]([Cl:10])[CH:7]=[C:6]([CH3:11])[C:5]=1[O:12][CH3:13]. Procedure: A suspension of 2-nitro-4-chloro-6-methylanisole (16 g) and 10% Pt(S)/C (1.6 g) in ethanol was hydrogenated at 50 psi for 3 hours. After filtration and concentration, purification by flash chromatography over silica gel (eluted with 10% ethyl acetate in hexanes) gave 12.3 g (90%) of 2-amino-4-chloro-6-methylanisole. 1H NMR (300 MHz, CDCl3) δ6.58 (d, J=2.4 Hz, 1 H), 6.53 (d, J=2.4 Hz, 1 H), 3.77 (s, 3 H), 2.22 (s, 3 H). The reactants are solution, CCC([BH-](C(CC)C)C(CC)C)C.[Li+] (L-Selectride), [OH-].[Na+] (NaOH), OO (H2O2), C(=C)(C)C1CCC(CC1)=O (4-isopropenylcyclohexanone). Run in C1CCOC1 (THF), C(Cl)Cl (methylene chloride), C(C)O (ethanol), O (H2O), C1CCOC1 (THF), O (Water). Run at time 3 hour. Yields the product C(=C)(C)[C@H]1CC[C@H](CC1)O (cis-4-isopropenylcyclohexanol). As a reaction SMILES: [C:1]([CH:4]1[CH2:9][CH2:8][C:7](=[O:10])[CH2:6][CH2:5]1)([CH3:3])=[CH2:2].CCC(C)[BH-](C(C)CC)C(C)CC.[Li+].[OH-].[Na+].OO>C1COCC1.C(Cl)Cl.O.C(O)C>[C:1]([C@@H:4]1[CH2:9][CH2:8][C@H:7]([OH:10])[CH2:6][CH2:5]1)([CH3:3])=[CH2:2] |f:1.2,3.4|. Procedure details: 4.7 g (0.034 mol) of 4-isopropenylcyclohexanone dissolved in 35 ml of THF were added dropwise to 39 ml of a 1 molar solution at -78° C. of L-Selectride in THF. The mixture was subsequently stirred at -78° for 3 hours and then heated to room temperature, and 5 ml of H2O, 20 ml of ethanol, 15 ml of 6N NaOH and 17 ml of 35% strength H2O2 solution were added in succession. Water was added to the reaction solution, and extraction was carried out with methylene chloride. The combined methylene chlorid... Reactants: N#Cc1c(N)cccc1F, OCC1CCCN1. Yields the product N#Cc1c(N)cccc1OCC1CCCN1. As a reaction SMILES: [NH2:8][c:9]1[c:10]([C:11]#[N:12])[c:13]([F:17])[cH:14][cH:15][cH:16]1.[NH:1]1[CH:2]([CH2:6][OH:7])[CH2:3][CH2:4][CH2:5]1>>[NH:1]1[CH:2]([CH2:6][O:7][c:13]2[c:10]([C:11]#[N:12])[c:9]([NH2:8])[cH:16][cH:15][cH:14]2)[CH2:3][CH2:4][CH2:5]1.